Task: describe an organic reaction: reactants, conditions, products, and yield. Dataset: the Open Reaction Database (ORD), a public repository of structured organic reaction records Reactants: COC1=C(C=CC=C1)N1CCC=2C(=NC=3C(=CC=CC3C21)OCC(F)(F)F)Cl (1-(2-Methoxyphenyl)-4-chloro-6-β,β,β-trifluoroethoxy-2,3-dihydro-pyrrolo[3,2-c]quinoline), NCCCO (3-amino-1-propanol). Yields the product COC1=C(C=CC=C1)N1CCC=2C(=NC=3C(=CC=CC3C21)OCC(F)(F)F)NCCCO (1-(2-methoxyphenyl)-4-[(3-hydroxypropyl)amino]-6-β,β,β-trifluoroethoxy-2,3-dihydropyrrolo[3,2-c]quinoline). RXN SMILES: [CH3:1][O:2][C:3]1[CH:8]=[CH:7][CH:6]=[CH:5][C:4]=1[N:9]1[C:21]2[C:20]3[CH:19]=[CH:18][CH:17]=[C:16]([O:22][CH2:23][C:24]([F:27])([F:26])[F:25])[C:15]=3[N:14]=[C:13](Cl)[C:12]=2[CH2:11][CH2:10]1.[NH2:29][CH2:30][CH2:31][CH2:32][OH:33]>>[CH3:1][O:2][C:3]1[CH:8]=[CH:7][CH:6]=[CH:5][C:4]=1[N:9]1[C:21]2[C:20]3[CH:19]=[CH:18][CH:17]=[C:16]([O:22][CH2:23][C:24]([F:27])([F:26])[F:25])[C:15]=3[N:14]=[C:13]([NH:29][CH2:30][CH2:31][CH2:32][OH:33])[C:12]=2[CH2:11][CH2:10]1. Reported procedure: 1-(2-Methoxyphenyl)-4-chloro-6-β,β,β-trifluoroethoxy-2,3-dihydro-pyrrolo[3,2-c]quinoline(500 mg, 1.2 mmol) was dissolved in 3-amino-1-propanol(5.0 ml), and reacted at the same condition of Step 3 in the Example 38 to obtain 425 mg of desired compound as solid in 77% of yield.